Dataset: the Open Reaction Database (ORD), a public repository of structured organic reaction records. Task: describe an organic reaction: reactants, conditions, products, and yield Starting materials: CC(C)(C)OC(=O)Cn1ccc2ccc(O)cc21, CCCCP(CCCC)CCCC, OCc1cnc(-c2ccc(C(F)(F)F)cc2)s1. Yields the product CC(C)(C)OC(=O)Cn1ccc2ccc(OCc3cnc(-c4ccc(C(F)(F)F)cc4)s3)cc21. RXN SMILES: [C:1]([CH3:2])([CH3:3])([CH3:4])[O:5][C:6]([CH2:7][n:8]1[cH:9][cH:10][c:11]2[cH:12][cH:13][c:14]([OH:17])[cH:15][c:16]12)=[O:18].[CH2:36]([P:37]([CH2:38][CH2:39][CH2:40][CH3:41])[CH2:42][CH2:43][CH2:44][CH3:45])[CH2:46][CH2:47][CH3:48].[F:19][C:20]([c:21]1[cH:22][cH:23][c:24](-[c:27]2[s:28][c:29]([CH2:32][OH:33])[cH:30][n:31]2)[cH:25][cH:26]1)([F:34])[F:35]>>[C:1]([CH3:2])([CH3:3])([CH3:4])[O:5][C:6]([CH2:7][n:8]1[cH:9][cH:10][c:11]2[cH:12][cH:13][c:14]([O:17][CH2:32][c:29]3[s:28][c:27](-[c:24]4[cH:23][cH:22][c:21]([C:20]([F:19])([F:34])[F:35])[cH:26][cH:25]4)[n:31][cH:30]3)[cH:15][c:16]12)=[O:18]. Starting materials: CCO, CCOC(C)=O, CCOC(OCC)OCC, O=C(O)c1ccc2c(c1)CCc1ccccc1C2=O, O=S(=O)(O)O. Product: CCOC(=O)c1ccc2c(c1)CCc1ccccc1C2=O. RXN SMILES: [CH3:35][CH2:36][OH:37].[CH3:38][CH2:39][O:40][C:41](=[O:42])[CH3:43].[CH:20]([O:21][CH2:24][CH3:25])([O:26][CH2:27][CH3:28])[O:29][CH2:22][CH3:23].[O:1]=[C:2]1[c:3]2[c:4]([cH:16][cH:17][cH:18][cH:19]2)[CH2:5][CH2:6][c:7]2[c:8]1[cH:9][cH:10][c:11]([C:13](=[O:14])[OH:15])[cH:12]2.[S:30](=[O:31])(=[O:32])([OH:33])[OH:34]>>[O:1]=[C:2]1[c:3]2[c:4]([cH:16][cH:17][cH:18][cH:19]2)[CH2:5][CH2:6][c:7]2[c:8]1[cH:9][cH:10][c:11]([C:13](=[O:14])[O:15][CH2:22][CH3:23])[cH:12]2. The reactants are BrCCOC=1C=C(C=CC1)C1=NOC2=C1SC=C2 (3-[3-(2-bromo-ethoxy)-phenyl]-thieno[2,3-d]isoxazole), C([O-])([O-])=O.[K+].[K+] (potassium carbonate), FC=1C=C(CN)C=CC1 (3-fluorobenzylamine). Run in C(C)#N (acetonitrile). The product is FC=1C=C(CNCCOC2=CC(=CC=C2)C2=NOC3=C2SC=C3)C=CC1 ((3-fluoro-benzyl)-[2-(3-thieno[2,3-d]isoxazol-3-yl-phenoxy)-ethyl]-amine). As a reaction SMILES: Br[CH2:2][CH2:3][O:4][C:5]1[CH:6]=[C:7]([C:11]2[C:15]3[S:16][CH:17]=[CH:18][C:14]=3[O:13][N:12]=2)[CH:8]=[CH:9][CH:10]=1.C(=O)([O-])[O-].[K+].[K+].[F:25][C:26]1[CH:27]=[C:28]([CH:31]=[CH:32][CH:33]=1)[CH2:29][NH2:30]>C(#N)C>[F:25][C:26]1[CH:27]=[C:28]([CH:31]=[CH:32][CH:33]=1)[CH2:29][NH:30][CH2:2][CH2:3][O:4][C:5]1[CH:10]=[CH:9][CH:8]=[C:7]([C:11]2[C:15]3[S:16][CH:17]=[CH:18][C:14]=3[O:13][N:12]=2)[CH:6]=1 |f:1.2.3|. Procedure details: The title compound is prepared from 3-[3-(2-bromo-ethoxy)-phenyl]-thieno[2,3-d]isoxazole, potassium carbonate, 3-fluorobenzylamine and acetonitrile essentially as described above in example 18 except that the column is eluted using a graded solvent mixture of 40% ethyl acetate in heptane to 100% ethyl acetate. Purity by LC/MS (APCI)=100%, [M+H]+=369. Reactants: CCOC(=O)Cl, CC(C)(C)OC(=O)Nc1ccc(CCc2nc(N)sc2Cc2ccc(S(C)(=O)=O)cc2)cc1, c1ccncc1. Yields the product CCOC(=O)Nc1nc(CCc2ccc(NC(=O)OC(C)(C)C)cc2)c(Cc2ccc(S(C)(=O)=O)cc2)s1. As a reaction SMILES: [Cl:34][C:35](=[O:36])[O:37][CH2:38][CH3:39].[NH2:1][c:2]1[s:3][c:4]([CH2:23][c:24]2[cH:25][cH:26][c:27]([S:30](=[O:31])(=[O:32])[CH3:33])[cH:28][cH:29]2)[c:5]([CH2:7][CH2:8][c:9]2[cH:10][cH:11][c:12]([NH:15][C:16]([O:17][C:18]([CH3:19])([CH3:20])[CH3:21])=[O:22])[cH:13][cH:14]2)[n:6]1.[cH:40]1[cH:41][cH:42][n:43][cH:44][cH:45]1>>[NH:1]([c:2]1[s:3][c:4]([CH2:23][c:24]2[cH:25][cH:26][c:27]([S:30](=[O:31])(=[O:32])[CH3:33])[cH:28][cH:29]2)[c:5]([CH2:7][CH2:8][c:9]2[cH:10][cH:11][c:12]([NH:15][C:16]([O:17][C:18]([CH3:19])([CH3:20])[CH3:21])=[O:22])[cH:13][cH:14]2)[n:6]1)[C:35](=[O:36])[O:37][CH2:38][CH3:39]. The product is FC(C1=CC=C(C=C1)OC(N(C)[C@@H]1CC[C@H](CC1)CCCCCNCC=C)=O)(F)F (trans-{4-[5-(Allylamino)-pentyl]-cyclohexyl}-methyl-carbamic acid 4-trifluoromethyl-phenyl ester). RXN SMILES: [CH3:1][NH:2][C@H:3]1[CH2:8][CH2:7][C@H:6]([CH2:9][CH2:10][CH2:11][CH2:12][CH2:13]OS(C)(=O)=O)[CH2:5][CH2:4]1.FC(F)(F)C(O)=O.Cl[C:27]([O:29][C:30]1[CH:35]=[CH:34][C:33]([C:36]([F:39])([F:38])[F:37])=[CH:32][CH:31]=1)=[O:28].[CH2:40]([NH2:43])[CH:41]=[CH2:42]>>[F:37][C:36]([F:39])([F:38])[C:33]1[CH:34]=[CH:35][C:30]([O:29][C:27](=[O:28])[N:2]([C@H:3]2[CH2:4][CH2:5][C@H:6]([CH2:9][CH2:10][CH2:11][CH2:12][CH2:13][NH:43][CH2:40][CH:41]=[CH2:42])[CH2:7][CH2:8]2)[CH3:1])=[CH:31][CH:32]=1. Procedure: In analogy to examples 29.10 and 29.11, trans-Methansulfonic acid 5-(4-methyl amino-cyclohexyl)-pentyl ester.trifluoroacetic acid salt and 4-trifluoromethyl-phenyl chloroformate were reacted, followed by treatment allylamine to give trans-{4-[5-(Allylamino)-pentyl]-cyclohexyl}-methyl-carbamic acid 4-trifluoromethyl-phenyl ester, MS: 427 (MH+). The reactants are CN[C@@H]1CC[C@H](CC1)CCCCCOS(=O)(=O)C (trans-Methansulfonic acid 5-(4-methyl amino-cyclohexyl)-pentyl ester), C(C=C)N (allylamine), FC(C(=O)O)(F)F (trifluoroacetic acid), ClC(=O)OC1=CC=C(C=C1)C(F)(F)F (4-trifluoromethyl-phenyl chloroformate). Reactants: Brc1cc(I)cc2nnsc12, C1COCCO1, C[Zn]C, c1ccc(P(c2ccccc2)(c2ccccc2)[Pd](P(c2ccccc2)(c2ccccc2)c2ccccc2)(P(c2ccccc2)(c2ccccc2)c2ccccc2)P(c2ccccc2)(c2ccccc2)c2ccccc2)cc1. Product: Cc1cc(Br)c2snnc2c1. RXN SMILES: [Br:1][c:2]1[cH:3][c:4]([I:11])[cH:5][c:6]2[n:7][n:8][s:9][c:10]12.[CH2:92]1[O:93][CH2:94][CH2:95][O:96][CH2:97]1.[CH3:12][Zn:13][CH3:14].[cH:15]1[cH:16][cH:17][c:18]([P:19]([Pd:20]([P:21]([c:22]2[cH:23][cH:24][cH:25][cH:26][cH:27]2)([c:28]2[cH:29][cH:30][cH:31][cH:32][cH:33]2)[c:34]2[cH:35][cH:36][cH:37][cH:38][cH:39]2)([P:40]([c:41]2[cH:42][cH:43][cH:44][cH:45][cH:46]2)([c:47]2[cH:48][cH:49][cH:50][cH:51][cH:52]2)[c:53]2[cH:54][cH:55][cH:56][cH:57][cH:58]2)[P:59]([c:60]2[cH:61][cH:62][cH:63][cH:64][cH:65]2)([c:66]2[cH:67][cH:68][cH:69][cH:70][cH:71]2)[c:72]2[cH:73][cH:74][cH:75][cH:76][cH:77]2)([c:78]2[cH:79][cH:80][cH:81][cH:82][cH:83]2)[c:84]2[cH:85][cH:86][cH:87][cH:88][cH:89]2)[cH:90][cH:91]1>>[Br:1][c:2]1[cH:3][c:4]([CH3:12])[cH:5][c:6]2[n:7][n:8][s:9][c:10]12. Starting materials: 15m, C1CCC(CC1)N=C=NC2CCCCC2 (DCC), C(=O)O (formic acid), C(C1=CC=CC=C1)OC(N(C1=CN=C2N(C1=O)[C@@H](C[C@@]2(C)N)C(NCC2=CC=C(C=C2)C(=N)NC(=O)OCC2=CC=CC=C2)=O)CC=C)=O ((6S,8R)-alIyl-{8-amino-6-[4-(benzyloxycarbonylamino-imino-methyl)-benzylcarbamoyl]-8-methyl-4-oxo-4,6,7,8-tetrahydro-pyrrolo [1,2-a]pyrimidin-3-yl}-carbamic acid benzyl ester), N1=CC=CC=C1 (pyridine). Run in C(Cl)Cl (CH2Cl2). Reaction conditions: time 2 hour. The product is C(C1=CC=CC=C1)OC(N(C1=CN=C2N(C1=O)[C@H](C[C@]2(C)NC=O)C(NCC2=CC=C(C=C2)C(=N)NC(=O)OCC2=CC=CC=C2)=O)CC=C)=O ((6R,8S)-allyl-{6-[4-(benzyloxycarbonylamino-imino-methyl)-benzylcarbamoyl]-8-formylamino-8-methyl-4-oxo-4,6,7,8-tetrahydro-pyrrolo[1,2-a]pyrimidin-3-yl}-carbamic acid benzyl ester). Yield: 74.5%. As a reaction SMILES: C1CCC(N=C=NC2CCCCC2)CC1.[CH:16](O)=[O:17].[CH2:19]([O:26][C:27](=[O:67])[N:28]([CH2:64][CH:65]=[CH2:66])[C:29]1[C:34](=[O:35])[N:33]2[C@H:36]([C:41](=[O:63])[NH:42][CH2:43][C:44]3[CH:49]=[CH:48][C:47]([C:50]([NH:52][C:53]([O:55][CH2:56][C:57]4[CH:62]=[CH:61][CH:60]=[CH:59][CH:58]=4)=[O:54])=[NH:51])=[CH:46][CH:45]=3)[CH2:37][C@:38]([NH2:40])([CH3:39])[C:32]2=[N:31][CH:30]=1)[C:20]1[CH:25]=[CH:24][CH:23]=[CH:22][CH:21]=1.N1C=CC=CC=1>C(Cl)Cl>[CH2:19]([O:26][C:27](=[O:67])[N:28]([CH2:64][CH:65]=[CH2:66])[C:29]1[C:34](=[O:35])[N:33]2[C@@H:36]([C:41](=[O:63])[NH:42][CH2:43][C:44]3[CH:49]=[CH:48][C:47]([C:50]([NH:52][C:53]([O:55][CH2:56][C:57]4[CH:58]=[CH:59][CH:60]=[CH:61][CH:62]=4)=[O:54])=[NH:51])=[CH:46][CH:45]=3)[CH2:37][C@@:38]([NH:40][CH:16]=[O:17])([CH3:39])[C:32]2=[N:31][CH:30]=1)[C:20]1[CH:25]=[CH:24][CH:23]=[CH:22][CH:21]=1. Reported procedure: To a solution of DCC (18.6 mg, 0.090 mmol) and formic acid (8.28 mg, 0.180 mmol) in CH2Cl2 that had been stirred at 0° C. for 10 min, was added intermediate 26a (30 mg, 0.045) in a solution of pyridine. The reaction was stirred at 0° C. for 15m then at rt for 2 h. The reaction mixture was concentrated in vacuo, then taken up in brine and extracted with chloroform (6×), dried (Na2SO4) and concentrated. It was purified by SiO2 chromatography (gradient elution, 1–12% MeOH/CH2Cl2) to afford 23.3 mg ...